From a dataset of the Open Reaction Database (ORD), a public repository of structured organic reaction records. describe an organic reaction: reactants, conditions, products, and yield The reactants are Cl (hydrochloric acid), OC1=CC=C(C=O)C=C1 (p-Hydroxybenzaldehyde), BrCC(=O)C=1OC2=C(C1)C=C(C=C2)C(C)C (2-bromoacetyl-5-isopropylbenzofuran), C([O-])([O-])=O.[K+].[K+] (potassium carbonate). Run in CN(C=O)C (N,N-dimethylformamide). Reaction conditions: time 30 minute. Product: C(C)(C)C=1C=CC2=C(C=C(O2)C(COC2=CC=C(C=C2)C=O)=O)C1 (5-Isopropyl-2-(4-formylphenoxyacetyl)benzofuran). The yield is 56.2%. As a reaction SMILES: [OH:1][C:2]1[CH:9]=[CH:8][C:5]([CH:6]=[O:7])=[CH:4][CH:3]=1.C(=O)([O-])[O-].[K+].[K+].Br[CH2:17][C:18]([C:20]1[O:21][C:22]2[CH:28]=[CH:27][C:26]([CH:29]([CH3:31])[CH3:30])=[CH:25][C:23]=2[CH:24]=1)=[O:19].Cl>CN(C)C=O>[CH:29]([C:26]1[CH:27]=[CH:28][C:22]2[O:21][C:20]([C:18](=[O:19])[CH2:17][O:1][C:2]3[CH:9]=[CH:8][C:5]([CH:6]=[O:7])=[CH:4][CH:3]=3)=[CH:24][C:23]=2[CH:25]=1)([CH3:31])[CH3:30] |f:1.2.3|. Procedure: p-Hydroxybenzaldehyde (12.2 g) was dissolved in 200 ml of N,N-dimethylformamide, 13.8 g of anhydrous potassium carbonate was added and, with stirring at room temperature, 28.1 g of 2-bromoacetyl-5-isopropylbenzofuran was added thereto within 30 minutes. The mixture was stirred at room temperature for 2 hours more. The reaction mixture was poured into aqueous solution of hydrochloric acid and the resulting crystals were collected by filtration and washed with water. The crystals were then dissolv... Starting materials: COC1=CC=C(C=C1)C(C1CCCC2=CC=CC=C12)C1=CC=C(C=C1)OCC1CO1 ((4-methoxyphenyl)-(4-(2,3-epoxypropyloxy)phenyl)-1,2,3,4-tetrahydronaphth-1-yl-methane), C(CCC)N (n-butyl amine). Solvent: C(C)O (ethanol). The product is COC1=CC=C(C=C1)C(C1CCCC2=CC=CC=C12)C1=CC=C(C=C1)OCC(CNCCCC)O ((4-Methoxyphenyl)-(4-(2-hydroxy-3-n-butylaminopropoxy)phenyl)-1,2,3,4-tetrahydro-naphth-1-yl-methane). Reaction SMILES: [CH3:1][O:2][C:3]1[CH:8]=[CH:7][C:6]([CH:9]([C:20]2[CH:25]=[CH:24][C:23]([O:26][CH2:27][CH:28]3[O:30][CH2:29]3)=[CH:22][CH:21]=2)[CH:10]2[C:19]3[C:14](=[CH:15][CH:16]=[CH:17][CH:18]=3)[CH2:13][CH2:12][CH2:11]2)=[CH:5][CH:4]=1.[CH2:31]([NH2:35])[CH2:32][CH2:33][CH3:34]>C(O)C>[CH3:1][O:2][C:3]1[CH:4]=[CH:5][C:6]([CH:9]([C:20]2[CH:21]=[CH:22][C:23]([O:26][CH2:27][CH:28]([OH:30])[CH2:29][NH:35][CH2:31][CH2:32][CH2:33][CH3:34])=[CH:24][CH:25]=2)[CH:10]2[C:19]3[C:14](=[CH:15][CH:16]=[CH:17][CH:18]=3)[CH2:13][CH2:12][CH2:11]2)=[CH:7][CH:8]=1. Procedure: A mixture of (4-methoxyphenyl)-(4-(2,3-epoxypropyloxy)phenyl)-1,2,3,4-tetrahydronaphth-1-yl-methane (400 mg, 0.01 mol), n-butyl amine (1.0 ml, 0.01 mol) and ethanol (10 ml) was refluxed for 8 hrs. Ethanol was distilled off and the residue was passed through basic alumina using benzene:ethyl acetate as the eluent. The solvent was distilled off yielding the required product. Yield 230 mg (48.93%).